From a dataset of the Open Reaction Database (ORD), a public repository of structured organic reaction records. describe an organic reaction: reactants, conditions, products, and yield Reactants: N[C@@H](CO)C(=O)O (L-serine), C(O)([O-])=O.[Na+] (sodium hydrogen carbonate), [N+](=O)([O-])C1=CC=C(COC(=O)Cl)C=C1 (4-nitrobenzyloxycarbonyl chloride), [N+](=O)([O-])C1=CC=C(COC(=O)Cl)C=C1 (4-nitrobenzyloxycarbonyl chloride), C(O)([O-])=O.[Na+] (sodium hydrogen carbonate). Solvent: O (water), C(C)OCC (diethyl ether), C(C)OCC (diethyl ether). Reaction conditions: time 2 hour. The product is OC[C@@H](C(=O)OC)NC(=O)OCC1=CC=C(C=C1)[N+](=O)[O-] (methyl (2S)-3-hydroxy-2-[(4-nitrobenzyloxycarbonyl)amino]propionate). The yield is 24.2%. RXN SMILES: [NH2:1][C@H:2]([C:5]([OH:7])=[O:6])[CH2:3][OH:4].[C:8](=O)([O-])O.[Na+].[N+:13]([C:16]1[CH:26]=[CH:25][C:19]([CH2:20][O:21][C:22](Cl)=[O:23])=[CH:18][CH:17]=1)([O-:15])=[O:14]>O.C(OCC)C>[OH:4][CH2:3][C@H:2]([NH:1][C:22]([O:21][CH2:20][C:19]1[CH:25]=[CH:26][C:16]([N+:13]([O-:15])=[O:14])=[CH:17][CH:18]=1)=[O:23])[C:5]([O:7][CH3:8])=[O:6] |f:1.2|. Procedure: To a stirred solution of L-serine (3.5 g) and sodium hydrogen carbonate (7.5 g) in water (46 ml) was added 4-nitrobenzyloxycarbonyl chloride (6.4 g) in diethyl ether (10 ml) at ambient temperature. After stirring for 2 hours, to the solution were added 4-nitrobenzyloxycarbonyl chloride (6.4 g) in diethyl ether (10 ml), and sodium hydrogen carbonate (3.6 g). After stirring for 3 hours, the aqueous layer was separated and washed with ethyl acetate. After adjusting the pH to 2 with concentrated hyd... Starting materials: BrC=1C=CC=2N3C4=C(C=C(C=C4C2C1)OCC(=O)OCC)C(C(=C3)CC=3C=NC=CC3)=O (10-bromo-2-ethoxycarbonylmethyloxy-5-(3-pyridylmethyl)-4H-pyrido[3,2,1-jk]carbazole-4-one), aqueous solution, [OH-].[Na+] (sodium hydroxide). Run in C(C)O (ethanol). Run at time 12 hour. Product: BrC=1C=CC=2N3C4=C(C=C(C=C4C2C1)OCC(=O)O)C(C(=C3)CC=3C=NC=CC3)=O (10-bromo-2-carboxymethyloxy-5-(3-pyridylmethyl)-4H-pyrido[3,2,1jk]carbazole-4-one). The yield is 95.4%. RXN SMILES: [Br:1][C:2]1[CH:3]=[CH:4][C:5]2[N:6]3[CH:24]=[C:23]([CH2:25][C:26]4[CH:27]=[N:28][CH:29]=[CH:30][CH:31]=4)[C:22](=[O:32])[C:8]4[CH:9]=[C:10]([O:15][CH2:16][C:17]([O:19]CC)=[O:18])[CH:11]=[C:12]([C:13]=2[CH:14]=1)[C:7]3=4.[OH-].[Na+]>C(O)C>[Br:1][C:2]1[CH:3]=[CH:4][C:5]2[N:6]3[CH:24]=[C:23]([CH2:25][C:26]4[CH:27]=[N:28][CH:29]=[CH:30][CH:31]=4)[C:22](=[O:32])[C:8]4[CH:9]=[C:10]([O:15][CH2:16][C:17]([OH:19])=[O:18])[CH:11]=[C:12]([C:13]=2[CH:14]=1)[C:7]3=4 |f:1.2|. Reported procedure: 10-bromo-2-ethoxycarbonylmethyloxy-5-(3-pyridylmethyl)-4H-pyrido[3,2,1-jk]carbazole-4-one (2 g) obtained in Example 5 was suspended in ethanol (100 ml), and to the suspension was added 1N aqueous solution of sodium hydroxide (20 ml), and the mixture was stirred at room temperature for 12 hours. After evaporate the solvent under reduced pressure, 4N sodium hydroxide and methylene chloride were added to the residue for phase separation. To the aqueous layer was added 4N hydrochloric acid to a pH o... The reactants are N1C=C(C2=CC=CC=C12)C=O (1H-indole-3-carboxaldehyde), ClC1=C(C(=CC=C1)Cl)S(=O)(=O)Cl (2,6-dichlorophenylsulfonyl chloride), C(C)(C)N(CC)C(C)C (diisopropylethylamine), C(O)([O-])=O.[Na+] (sodium hydrogencarbonate). Solvent: C(Cl)Cl (methylene chloride). Conditions: time 8 hour. Yields the product ClC1=C(C(=CC=C1)Cl)S(=O)(=O)N1C=C(C2=CC=CC=C12)C=O (1-(2,6-dichlorophenylsulfonyl)-1H-indole-3-carboxaldehyde). The yield is 92.9%. As a reaction SMILES: [NH:1]1[C:9]2[C:4](=[CH:5][CH:6]=[CH:7][CH:8]=2)[C:3]([CH:10]=[O:11])=[CH:2]1.[Cl:12][C:13]1[CH:18]=[CH:17][CH:16]=[C:15]([Cl:19])[C:14]=1[S:20](Cl)(=[O:22])=[O:21].C(N(C(C)C)CC)(C)C.C(=O)([O-])O.[Na+]>C(Cl)Cl>[Cl:12][C:13]1[CH:18]=[CH:17][CH:16]=[C:15]([Cl:19])[C:14]=1[S:20]([N:1]1[C:9]2[C:4](=[CH:5][CH:6]=[CH:7][CH:8]=2)[C:3]([CH:10]=[O:11])=[CH:2]1)(=[O:22])=[O:21] |f:3.4|. Procedure: A solution of 1H-indole-3-carboxaldehyde (0.290 g, 2.00 mmol) in methylene chloride (4 mL) was added with 2,6-dichlorophenylsulfonyl chloride (0.589 g, 2.40 mmol) and diisopropylethylamine (0.310 g, 2.40 mmol), and the mixture was stirred overnight at room temperature. The reaction mixture was added with saturated aqueous sodium hydrogencarbonate to terminate the reaction, and then extracted three times with methylene chloride. The organic layer was dried over anhydrous magnesium sulfate, then t... The reactants are solution, CC1(C=2C=CC(=CC2C(CC1)(C)C)O)C (5,6,7,8-tetrahydro-5,5,8,8-tetramethyl-2-naphthol), suspension, [H-].[Na+] (sodium hydride), C(O)([O-])=O.[Na+] (sodium hydrogencarbonate), solution, saturated aqueous solution, COCCl (chloromethyl methyl ether). The solvent is CN(C=O)C (N,N-dimethylformamide), CN(C=O)C (N,N-dimethylformamide), CN(C=O)C (N,N-dimethylformamide). Run at time 1 hour. The product is COCOC1=CC=2C(CCC(C2C=C1)(C)C)(C)C (5,6,7,8-Tetrahydro-2-methoxymethoxy-5,5,8,8-tetramethylnaphthalene). The yield is 106.9%. RXN SMILES: [CH3:1][C:2]1([CH3:15])[CH2:11][CH2:10][C:9]([CH3:13])([CH3:12])[C:8]2[CH:7]=[C:6]([OH:14])[CH:5]=[CH:4][C:3]1=2.[H-].[Na+].[CH3:18][O:19][CH2:20]Cl.C(=O)([O-])O.[Na+]>CN(C)C=O>[CH3:18][O:19][CH2:20][O:14][C:6]1[CH:5]=[CH:4][C:3]2[C:2]([CH3:15])([CH3:1])[CH2:11][CH2:10][C:9]([CH3:13])([CH3:12])[C:8]=2[CH:7]=1 |f:1.2,4.5|. Procedure: 10 ml of a solution of 4.0 g of 5,6,7,8-tetrahydro-5,5,8,8-tetramethyl-2-naphthol in N,N-dimethylformamide was dropwise added to 70 ml of a suspension of 1.01 g of sodium hydride (604 solution in oil) in anhydrous N,N-dimethylformamide at 0° C. The obtained mixture was stirred at room temperature for one hour and cooled to 0° C., followed by the addition thereto of 5 ml of a solution of 2.36 g of chloromethyl methyl ether in N,N-dimethylformamide. The temperature of the mixture was gradually rai... Starting materials: C(C)(=O)NC1=C(C=C(C=C1)SCC=C)[N+](=O)[O-] (1-acetamido-2-nitro-4-(prop-2-en-1-yl-thio)benzene), C(Cl)(Cl)Cl (chloroform), C(C)(=O)OO (peracetic acid). Solvent: CO (methanol). Product: C(C)(=O)NC1=C(C=C(C=C1)S(=O)CC=C)[N+](=O)[O-] (1-acetamido-2-nitro-4-(prop-2-en-1-ylsulfinyl)benzene). As a reaction SMILES: [C:1]([NH:4][C:5]1[CH:10]=[CH:9][C:8]([S:11][CH2:12][CH:13]=[CH2:14])=[CH:7][C:6]=1[N+:15]([O-:17])=[O:16])(=[O:3])[CH3:2].C(Cl)(Cl)Cl.C(OO)(=[O:24])C>CO>[C:1]([NH:4][C:5]1[CH:10]=[CH:9][C:8]([S:11]([CH2:12][CH:13]=[CH2:14])=[O:24])=[CH:7][C:6]=1[N+:15]([O-:17])=[O:16])(=[O:3])[CH3:2]. Procedure details: 3.0 G. of 1-acetamido-2-nitro-4-(prop-2-en-1-yl-thio)benzene, prepared according to Example I, in 30 ml. chloroform is cooled to -15° C. and treated with a solution of 2.5 g. of 40% peracetic acid in 4 ml. methanol. After the addition, the temperature is allowed to rise slowly to 20° C whereupon the solution is washed with sodium bisulfite solution and then with sodium bicarbonate solution. The product is isolated by evaporation of the solvent and purified to afford 1-acetamido-2-nitro-4-(prop-2...